This data is from the Open Reaction Database (ORD), a public repository of structured organic reaction records. The task is: describe an organic reaction: reactants, conditions, products, and yield Starting materials: N#CC1CC(F)CN1C(=O)CNC12CCC(C(=O)O)(CC1)CC2, Nc1ccc(-c2nc3ccccc3s2)cc1. Product: N#CC1CC(F)CN1C(=O)CNC12CCC(C(=O)Nc3ccc(-c4nc5ccccc5s4)cc3)(CC1)CC2. RXN SMILES: [C:1](=[O:2])([OH:3])[C:4]12[CH2:5][CH2:6][C:7]([NH:12][CH2:13][C:14](=[O:15])[N:16]3[CH:17]([C:22]#[N:23])[CH2:18][CH:19]([F:21])[CH2:20]3)([CH2:8][CH2:9]1)[CH2:10][CH2:11]2.[s:24]1[c:25](-[c:33]2[cH:34][cH:35][c:36]([NH2:37])[cH:38][cH:39]2)[n:26][c:27]2[c:28]1[cH:29][cH:30][cH:31][cH:32]2>>[C:1](=[O:3])([C:4]12[CH2:5][CH2:6][C:7]([NH:12][CH2:13][C:14](=[O:15])[N:16]3[CH:17]([C:22]#[N:23])[CH2:18][CH:19]([F:21])[CH2:20]3)([CH2:8][CH2:9]1)[CH2:10][CH2:11]2)[NH:37][c:36]1[cH:35][cH:34][c:33](-[c:25]2[s:24][c:28]3[c:27]([n:26]2)[cH:32][cH:31][cH:30][cH:29]3)[cH:39][cH:38]1. Reactants: NC(=S)N(CCC1=CC=C(OC(C(=O)OCC)(C)C)C=C1)CC1=C(C=C(C=C1)C(F)(F)F)C(F)(F)F (ethyl 2-[4-(2-{(aminocarbonothioyl)[2,4-bis(trifluoromethyl)benzyl]amino}ethyl)phenoxy]-2-methylpropanoate), BrCC(C(C)(C)C)=O (1-bromopinacolone). Yields the product FC(C1=C(CN(CCC2=CC=C(OC(C(=O)O)(C)C)C=C2)C=2SC=C(N2)C(C)(C)C)C=CC(=C1)C(F)(F)F)(F)F (2-(4-{2-[[2,4-Bis(trifluoromethyl)benzyl](4-tert-butyl-1,3-thiazol-2-yl)amino]ethyl}phenoxy)-2-methylpropanoic acid). Reaction SMILES: [NH2:1][C:2]([N:4]([CH2:22][C:23]1[CH:28]=[CH:27][C:26]([C:29]([F:32])([F:31])[F:30])=[CH:25][C:24]=1[C:33]([F:36])([F:35])[F:34])[CH2:5][CH2:6][C:7]1[CH:21]=[CH:20][C:10]([O:11][C:12]([CH3:19])([CH3:18])[C:13]([O:15]CC)=[O:14])=[CH:9][CH:8]=1)=[S:3].Br[CH2:38][C:39](=O)[C:40]([CH3:43])([CH3:42])[CH3:41]>>[F:35][C:33]([F:34])([F:36])[C:24]1[CH:25]=[C:26]([C:29]([F:32])([F:31])[F:30])[CH:27]=[CH:28][C:23]=1[CH2:22][N:4]([C:2]1[S:3][CH:38]=[C:39]([C:40]([CH3:43])([CH3:42])[CH3:41])[N:1]=1)[CH2:5][CH2:6][C:7]1[CH:8]=[CH:9][C:10]([O:11][C:12]([CH3:19])([CH3:18])[C:13]([OH:15])=[O:14])=[CH:20][CH:21]=1. Procedure details: Similarly prepared from ethyl 2-[4-(2-{(aminocarbonothioyl)[2,4-bis(trifluoromethyl)benzyl]amino}ethyl)phenoxy]-2-methylpropanoate and 1-bromopinacolone. Reactants: O (water), CS(=O)(=O)O.FC=1C(=NC=CC1CC=1C(OC2=C(C1C)C=CC(=C2)O)=O)N (3-(3-fluoro-2-aminopyridin-4-ylmethyl)-7-hydroxy-4-methyl-2-oxo-2H-1-benzopyran methanesulfonate), BrC1=NC=CC=N1 (2-bromopyrimidine), C([O-])([O-])=O.[K+].[K+] (potassium carbonate). Solvent: CN(C)C=O (DMF). Conditions: temperature 115 celsius, time 3.5 hour. The product is CC1=C(C(OC2=C1C=CC(=C2)OC2=NC=CC=N2)=O)CC2=C(C(=NC=C2)N)F (4-methyl-3-(3-fluoro-2-aminopyridin-4-ylmethyl)-7-(pyrimidin-2-yloxy)-2-oxo-2H-1-benzopyran). The yield is 89.5%. RXN SMILES: CS(O)(=O)=O.[F:6][C:7]1[C:8]([NH2:27])=[N:9][CH:10]=[CH:11][C:12]=1[CH2:13][C:14]1[C:15](=[O:26])[O:16][C:17]2[CH:24]=[C:23]([OH:25])[CH:22]=[CH:21][C:18]=2[C:19]=1[CH3:20].Br[C:29]1[N:34]=[CH:33][CH:32]=[CH:31][N:30]=1.C(=O)([O-])[O-].[K+].[K+].O>CN(C=O)C>[CH3:20][C:19]1[C:18]2[CH:21]=[CH:22][C:23]([O:25][C:29]3[N:34]=[CH:33][CH:32]=[CH:31][N:30]=3)=[CH:24][C:17]=2[O:16][C:15](=[O:26])[C:14]=1[CH2:13][C:12]1[CH:11]=[CH:10][N:9]=[C:8]([NH2:27])[C:7]=1[F:6] |f:0.1,3.4.5|. Procedure details: Under a nitrogen atmosphere, 3-(3-fluoro-2-aminopyridin-4-ylmethyl)-7-hydroxy-4-methyl-2-oxo-2H-1-benzopyran methanesulfonate (7.6 g, 19.2 mmol) and 2-bromopyrimidine (4.0 g, 24.9 mmol) were dissolved in DMF (122 mL), potassium carbonate (5.8 g, 42.2 mmol) was added, and the mixture was stirred at 115° C. for 3.5 hours. The reaction mixture was cooled to 28° C., water (122 mL) was added dropwise over a period of 0.5 hours at that temperature, and the mixture was stirred for 2 minutes. The mixtur...